describe an organic reaction: reactants, conditions, products, and yield From a dataset of the Open Reaction Database (ORD), a public repository of structured organic reaction records. Reactants: BrBr (bromine), C(#N)C=1C=C(C=CC1)CC=CO (3-cyano-1-(3-hydroxyprop-2-en-1yl)benzene), C1=CC=C(C=C1)P(C2=CC=CC=C2)C3=CC=CC=C3 (Ph3P), Br2PPh3. Solvent: CC#N (MeCN), CC#N (MeCN). Run at temperature 0 celsius, time 15 minute. Yields the product C(#N)C=1C=C(C=CC1)CC=CBr (3-cyano-1-(3-bromoprop-2-en-1yl)benzene). Isolated yield 101.8%. Reaction SMILES: C1C=CC(P(C2C=CC=CC=2)C2C=CC=CC=2)=CC=1.[Br:20]Br.[C:22]([C:24]1[CH:25]=[C:26]([CH2:30][CH:31]=[CH:32]O)[CH:27]=[CH:28][CH:29]=1)#[N:23]>CC#N>[C:22]([C:24]1[CH:25]=[C:26]([CH2:30][CH:31]=[CH:32][Br:20])[CH:27]=[CH:28][CH:29]=1)#[N:23]. Reported procedure: To a suspension of Ph3P (1.0 g) in 40 mL of MeCN at 0° C. was added bromine (0.6 g) and the mixture was stirred at 0° C. for 15 minutes and then warmed to ambient temperature. To the suspension of Br2PPh3 was then added 3-cyano-1-(3-hydroxyprop-2-en-1yl)benzene (0.5 g) in 10 mL MeCN dropwise. The resulting solution was stirred at 60° C. for 30 minutes, cooled to ambient temperature and concentrated. The residue was triturated with 10% hexane in ethyl acetate. The mixture was filtered through a s... The product is CC(C)(C)c1cc(N)n(-c2cccc(OCCCO)c2)n1. Reactants: O=C([O-])[O-], CCCCO, CCOC(C)=O, OCCCCl, [I-], [K+], [K+], CC(C)(C)c1cc(N)n(-c2cccc(O)c2)n1, [Na+], O. As a reaction SMILES: [C:23](=[O:24])([O-:25])[O-:26].[CH2:31]([OH:32])[CH2:33][CH2:34][CH3:35].[CH3:36][CH2:37][O:38][C:39]([CH3:40])=[O:41].[Cl:18][CH2:19][CH2:20][CH2:21][OH:22].[I-:30].[K+:27].[K+:28].[NH2:1][c:2]1[cH:3][c:4]([C:14]([CH3:15])([CH3:16])[CH3:17])[n:5][n:6]1-[c:7]1[cH:8][c:9]([OH:13])[cH:10][cH:11][cH:12]1.[Na+:29].[OH2:42]>>[NH2:1][c:2]1[cH:3][c:4]([C:14]([CH3:15])([CH3:16])[CH3:17])[n:5][n:6]1-[c:7]1[cH:8][c:9]([O:13][CH2:19][CH2:20][CH2:21][OH:22])[cH:10][cH:11][cH:12]1. Reactants: [OH-].[Na+] (sodium hydroxide), C(CCC)[N+](CCCC)(CCCC)CCCC (tetrabutylammonium), C1(=CC=C(C=C1)S(=O)(=O)Cl)C (p-toluene sulfonyl chloride), N1C=CC=2C(=CC=CC12)C=O (indole 4-carboxaldehyde). Solvent: C1=CC=CC=C1 (benzene). Reaction conditions: time 90 minute. Yields the product CC1=CC=C(C=C1)S(=O)(=O)N1C=CC=2C(=CC=CC12)C=O (1-[(4-methyl-phenyl)-sulfonyl]-1H-indol-4-carboxaldehyde). The yield is 58.1%. Reaction SMILES: [OH-].[Na+].C([N+](CCCC)(CCCC)CCCC)CCC.[C:20]1([CH3:30])[CH:25]=[CH:24][C:23]([S:26](Cl)(=[O:28])=[O:27])=[CH:22][CH:21]=1.[NH:31]1[C:39]2[CH:38]=[CH:37][CH:36]=[C:35]([CH:40]=[O:41])[C:34]=2[CH:33]=[CH:32]1>C1C=CC=CC=1>[CH3:30][C:20]1[CH:25]=[CH:24][C:23]([S:26]([N:31]2[C:39]3[CH:38]=[CH:37][CH:36]=[C:35]([CH:40]=[O:41])[C:34]=3[CH:33]=[CH:32]2)(=[O:28])=[O:27])=[CH:22][CH:21]=1 |f:0.1|. Procedure: 150 ml of 50% sodium hydroxide, 4.75 g of tetrabutylammonium hydrogenosulfate and 30.24 g of p-toluene sulfonyl chloride were added to a suspension of 20 g of indole 4-carboxaldehyde in 600 ml of benzene and the mixture was stirred for 90 minutes at ambient temperature. After decanting and extracting with benzene, the extracts were washed with water, dried and evaporated to dryness under reduced pressure. The 42.1 g of residue were dissolved in 210 ml of benzene at reflux, and the solution was a...